Dataset: the Open Reaction Database (ORD), a public repository of structured organic reaction records. Task: describe an organic reaction: reactants, conditions, products, and yield Starting materials: [Al+3], [Br-], CC[Mg+], COc1cc(C(=O)Cl)cc(OC)c1OC, Cc1ccc2cc[nH]c2n1, [Cl-], [Cl-], [Cl-], [Cl-], [Cl-], ClCCl, [Zn+2]. Yields the product COc1cc(C(=O)c2c[nH]c3nc(C)ccc23)cc(OC)c1OC. Reaction SMILES: [Al+3:31].[Br-:1].[CH2:2]([Mg+:3])[CH3:4].[CH3:15][O:16][c:17]1[cH:18][c:19]([C:20](=[O:21])[Cl:22])[cH:23][c:24]([O:28][CH3:29])[c:25]1[O:26][CH3:27].[CH3:5][c:6]1[cH:7][cH:8][c:9]2[c:10]([n:11]1)[nH:12][cH:13][cH:14]2.[Cl-:30].[Cl-:32].[Cl-:33].[Cl-:37].[Cl-:39].[Cl:34][CH2:35][Cl:36].[Zn+2:38]>>[CH3:5][c:6]1[cH:7][cH:8][c:9]2[c:10]([n:11]1)[nH:12][cH:13][c:14]2[C:20]([c:19]1[cH:18][c:17]([O:16][CH3:15])[c:25]([O:26][CH3:27])[c:24]([O:28][CH3:29])[cH:23]1)=[O:21]. Starting materials: C(C)(C)(C)C1=CC(=C(C=N1)C=1N([C@]([C@](N1)(C)C1=CC=C(C=C1)Cl)(C)C1=CC=C(C=C1)Cl)C(=O)Cl)OCC ((4S,5R)-2-(6-tert-butyl-4-ethoxy-pyridin-3-yl)-4,5-bis-(4-chloro-phenyl)-4,5-dimethyl-4,5-dihydro-imidazole-1-carbonyl chloride), CS(=O)(=O)N1CCNCC1 (1-methanesulfonyl-piperazine). Yields the product C(C)(C)(C)C1=CC(=C(C=N1)C=1N([C@]([C@](N1)(C)C1=CC=C(C=C1)Cl)(C)C1=CC=C(C=C1)Cl)C(=O)N1CCN(CC1)S(=O)(=O)C)OCC ([(4S,5R)-2-(6-tert-Butyl-4-ethoxy-pyridin-3-yl)-4,5-bis-(4-chloro-phenyl)-4,5-dimethyl-4,5-dihydro-imidazol-1-yl]-(4-methanesulfonyl-piperazin-1-yl)-methanone). As a reaction SMILES: [C:1]([C:5]1[N:10]=[CH:9][C:8]([C:11]2[N:12]([C:32](Cl)=[O:33])[C@@:13]([C:25]3[CH:30]=[CH:29][C:28]([Cl:31])=[CH:27][CH:26]=3)([CH3:24])[C@@:14]([C:17]3[CH:22]=[CH:21][C:20]([Cl:23])=[CH:19][CH:18]=3)([CH3:16])[N:15]=2)=[C:7]([O:35][CH2:36][CH3:37])[CH:6]=1)([CH3:4])([CH3:3])[CH3:2].[CH3:38][S:39]([N:42]1[CH2:47][CH2:46][NH:45][CH2:44][CH2:43]1)(=[O:41])=[O:40]>>[C:1]([C:5]1[N:10]=[CH:9][C:8]([C:11]2[N:12]([C:32]([N:45]3[CH2:46][CH2:47][N:42]([S:39]([CH3:38])(=[O:41])=[O:40])[CH2:43][CH2:44]3)=[O:33])[C@@:13]([C:25]3[CH:26]=[CH:27][C:28]([Cl:31])=[CH:29][CH:30]=3)([CH3:24])[C@@:14]([C:17]3[CH:18]=[CH:19][C:20]([Cl:23])=[CH:21][CH:22]=3)([CH3:16])[N:15]=2)=[C:7]([O:35][CH2:36][CH3:37])[CH:6]=1)([CH3:2])([CH3:3])[CH3:4]. Reported procedure: In a manner analogous to the method described in examples 8, (4S,5R)-2-(6-tert-butyl-4-ethoxy-pyridin-3-yl)-4,5-bis-(4-chloro-phenyl)-4,5-dimethyl-4,5-dihydro-imidazole-1-carbonyl chloride (example 51) was coupled with 1-methanesulfonyl-piperazine (Astatech) to give the title compound. HR-MS (ES, m/z) calculated for C34H42Cl2N5O4S [(M+H)+] 686.2329, observed 686.2329. The reactants are ClC=1C=C(C=2C(=NN(C2C1)C1OCCCC1)I)C#N (6-chloro-3-iodo-1-(tetrahydro-2H-pyran-2-yl)-1H-indazole-4-carbonitrile), [O-]P(=O)([O-])[O-].[K+].[K+].[K+] (K3PO4), CB1OB(OB(O1)C)C (2,4,6-trimethyl-1,3,5,2,4,6-trioxatriborinane). Reagents/catalysts: C1=CC=C(C=C1)P([C-]2C=CC=C2)C3=CC=CC=C3.C1=CC=C(C=C1)P([C-]2C=CC=C2)C3=CC=CC=C3.Cl[Pd]Cl.[Fe+2] (PdCl2(dppf)). The solvent is O1CCOCC1 (dioxane). Run at temperature 100 celsius. The product is ClC=1C=C(C=2C(=NN(C2C1)C1OCCCC1)C)C#N (6-chloro-3-methyl-1-(tetrahydro-2H-pyran-2-yl)-1H-indazole-4-carbonitrile). Yield: 54.9%. As a reaction SMILES: [Cl:1][C:2]1[CH:3]=[C:4]([C:18]#[N:19])[C:5]2[C:6](I)=[N:7][N:8]([CH:11]3[CH2:16][CH2:15][CH2:14][CH2:13][O:12]3)[C:9]=2[CH:10]=1.[O-]P([O-])([O-])=O.[K+].[K+].[K+].[CH3:28]B1OB(C)OB(C)O1>O1CCOCC1.C1C=CC(P(C2C=CC=CC=2)[C-]2C=CC=C2)=CC=1.C1C=CC(P(C2C=CC=CC=2)[C-]2C=CC=C2)=CC=1.Cl[Pd]Cl.[Fe+2]>[Cl:1][C:2]1[CH:3]=[C:4]([C:18]#[N:19])[C:5]2[C:6]([CH3:28])=[N:7][N:8]([CH:11]3[CH2:16][CH2:15][CH2:14][CH2:13][O:12]3)[C:9]=2[CH:10]=1 |f:1.2.3.4,7.8.9.10|. Reported procedure: A mixture of 6-chloro-3-iodo-1-(tetrahydro-2H-pyran-2-yl)-1H-indazole-4-carbonitrile (600 mg, 1.550 mmol), K3PO4 (644 mg, 3.037 mmol), PdCl2(dppf) (186 mg, 0.228 mmol), and 2,4,6-trimethyl-1,3,5,2,4,6-trioxatriborinane (290 mg, 1.52 mmol) in dioxane (2 mL) under nitrogen in a sealed vial was heated at 100° C. in a microwave oven for 18 h. The reaction mixture was quenched with EtOAc and water. The organic layer was concentrated in vacuo to afford 6-chloro-3-methyl-1-(tetrahydro-2H-pyran-2-yl)-1H... Product: C(C)(C)(C)NS(=O)(=O)C=1C(=CC(=C(C1)C=1N(C(C(N1)(C)C1=CC=C(C=C1)Cl)(C)C1=CC=C(C=C1)Cl)C(=O)Cl)OCC)Cl (rac-(4S*,5R*)-2-(5-tert-Butylsulfamoyl-4-chloro-2-ethoxyphenyl)-4,5-bis-(4-chlorophenyl)-4,5-dimethyl-4,5-dihydroimidazole-1-carbonyl chloride). Procedure: In a manner analogous to the method described in example 3, rac-(4S*,5R*)-5-[4,5-bis-(4-chlorophenyl)-4,5-dimethyl-4,5-dihydro-1H-imidazol-2-yl]-N-tert-butyl-2-chloro-4-ethoxybenzene-sulfonamide (example 44) was reacted with phosgene in the presence of triethylamine to give the title compound. Starting materials: ClC1=CC=C(C=C1)C1(N=C(NC1(C)C1=CC=C(C=C1)Cl)C=1C(=CC(=C(C1)S(=O)(=O)NC(C)(C)C)Cl)OCC)C (rac-(4S*,5R*)-5-[4,5-bis-(4-chlorophenyl)-4,5-dimethyl-4,5-dihydro-1H-imidazol-2-yl]-N-tert-butyl-2-chloro-4-ethoxybenzene-sulfonamide), C(=O)(Cl)Cl (phosgene). Run in C(C)N(CC)CC (triethylamine). RXN SMILES: [Cl:1][C:2]1[CH:7]=[CH:6][C:5]([C:8]2([CH3:39])[C:12]([C:14]3[CH:19]=[CH:18][C:17]([Cl:20])=[CH:16][CH:15]=3)([CH3:13])[NH:11][C:10]([C:21]3[C:22]([O:36][CH2:37][CH3:38])=[CH:23][C:24]([Cl:35])=[C:25]([S:27]([NH:30][C:31]([CH3:34])([CH3:33])[CH3:32])(=[O:29])=[O:28])[CH:26]=3)=[N:9]2)=[CH:4][CH:3]=1.[C:40](Cl)([Cl:42])=[O:41]>C(N(CC)CC)C>[C:31]([NH:30][S:27]([C:25]1[C:24]([Cl:35])=[CH:23][C:22]([O:36][CH2:37][CH3:38])=[C:21]([C:10]2[N:9]([C:40]([Cl:42])=[O:41])[C:8]([C:5]3[CH:4]=[CH:3][C:2]([Cl:1])=[CH:7][CH:6]=3)([CH3:39])[C:12]([C:14]3[CH:15]=[CH:16][C:17]([Cl:20])=[CH:18][CH:19]=3)([CH3:13])[N:11]=2)[CH:26]=1)(=[O:29])=[O:28])([CH3:32])([CH3:33])[CH3:34]. The reactants are CCOC(=O)C(C)(C)Oc1ccc(O)c(F)c1C, CS(=O)(=O)OCCCC#Cc1ccc(OC(F)(F)F)cc1. Product: CCOC(=O)C(C)(C)Oc1ccc(OCCCC#Cc2ccc(OC(F)(F)F)cc2)c(F)c1C. As a reaction SMILES: [CH2:1]([CH3:2])[O:3][C:4]([C:5]([CH3:6])([CH3:7])[O:8][c:9]1[c:10]([CH3:17])[c:11]([F:16])[c:12]([OH:15])[cH:13][cH:14]1)=[O:18].[F:19][C:20]([O:21][c:22]1[cH:23][cH:24][c:25]([C:28]#[C:29][CH2:30][CH2:31][CH2:32][O:33][S:34]([CH3:35])(=[O:36])=[O:37])[cH:26][cH:27]1)([F:38])[F:39]>>[CH2:1]([CH3:2])[O:3][C:4]([C:5]([CH3:6])([CH3:7])[O:8][c:9]1[c:10]([CH3:17])[c:11]([F:16])[c:12]([O:15][CH2:32][CH2:31][CH2:30][C:29]#[C:28][c:25]2[cH:24][cH:23][c:22]([O:21][C:20]([F:19])([F:38])[F:39])[cH:27][cH:26]2)[cH:13][cH:14]1)=[O:18].